Dataset: the Open Reaction Database (ORD), a public repository of structured organic reaction records. Task: describe an organic reaction: reactants, conditions, products, and yield Starting materials: FC1=CC=C(C=C1)S(=O)(=O)NCCC=1N(C=CC1)C (2-(2-(4-fluorobenzenesulphonylamino)-ethyl)-1-methylpyrrole), [N+](=[N-])=CC(=O)OCC (ethyl diazoacetate). The reagents and catalysts are [Cu]Cl (copper(I)chloride). Run in C(CCl)Cl (ethylene chloride), C(CCl)Cl (ethylene chloride). Reaction conditions: time 20 minute. The product is FC1=CC=C(C=C1)S(=O)(=O)NCCC=1N(C(=CC1)CC(=O)OCC)C (Ethyl [2-(2-(4-fluorobenzenesulphonylamino)-ethyl)-1-methylpyrrol-5-yl]-acetate). Reaction SMILES: [F:1][C:2]1[CH:7]=[CH:6][C:5]([S:8]([NH:11][CH2:12][CH2:13][C:14]2[N:15]([CH3:19])[CH:16]=[CH:17][CH:18]=2)(=[O:10])=[O:9])=[CH:4][CH:3]=1.[N+](=[CH:22][C:23]([O:25][CH2:26][CH3:27])=[O:24])=[N-]>C(Cl)CCl.[Cu]Cl>[F:1][C:2]1[CH:3]=[CH:4][C:5]([S:8]([NH:11][CH2:12][CH2:13][C:14]2[N:15]([CH3:19])[C:16]([CH2:22][C:23]([O:25][CH2:26][CH3:27])=[O:24])=[CH:17][CH:18]=2)(=[O:10])=[O:9])=[CH:6][CH:7]=1. Reported procedure: 1.69 g of 2-(2-(4-fluorobenzenesulphonylamino)-ethyl)-1-methylpyrrole are dissolved in 6 ml of ethylene chloride and 0.06 g of copper(I)chloride are added. Under a nitrogen atmosphere the mixture is refluxed and then a solution of 0.34 g of ethyl diazoacetate in 6 ml of ethylene chloride is slowly added dropwise. After 20 minutes the evolution of nitrogen has ended and the suspension is concentrated to dryness by rotary evaporation. Then the residue is chromatographed over a silica gel column (e... Starting materials: BrB(Br)Br, ClCCl, COc1cc(C=CC(=O)Nc2cccc(Cl)c2)ccc1S(N)(=O)=O. Yields the product NS(=O)(=O)c1ccc(C=CC(=O)Nc2cccc(Cl)c2)cc1O. Reaction SMILES: [B:1]([Br:2])([Br:3])[Br:4].[Cl:29][CH2:30][Cl:31].[Cl:5][c:6]1[cH:7][c:8]([NH:12][C:13]([CH:14]=[CH:15][c:16]2[cH:17][c:18]([O:26][CH3:27])[c:19]([S:22]([NH2:23])(=[O:24])=[O:25])[cH:20][cH:21]2)=[O:28])[cH:9][cH:10][cH:11]1>>[Cl:5][c:6]1[cH:7][c:8]([NH:12][C:13]([CH:14]=[CH:15][c:16]2[cH:17][c:18]([OH:26])[c:19]([S:22]([NH2:23])(=[O:24])=[O:25])[cH:20][cH:21]2)=[O:28])[cH:9][cH:10][cH:11]1. Reactants: Cc1nn(C)cc1C=O, CC(=O)O, [H][H], CC(C)(C)OC(=O)Nc1ccccc1NC(=O)c1ccc(C2CCNCC2)cc1, [Na+], C1CCOC1, [OH-], O. The product is Cc1nn(C)cc1CN1CCC(c2ccc(C(=O)Nc3ccccc3NC(=O)OC(C)(C)C)cc2)CC1. As a reaction SMILES: [CH3:30][n:31]1[n:32][c:33]([CH3:38])[c:34]([CH:36]=[O:37])[cH:35]1.[CH3:39][C:40](=[O:41])[OH:42].[H:43][H:44].[NH:1]1[CH2:2][CH2:3][CH:4]([c:7]2[cH:8][cH:9][c:10]([C:11](=[O:12])[NH:13][c:14]3[c:15]([NH:20][C:21]([O:22][C:23]([CH3:24])([CH3:25])[CH3:26])=[O:27])[cH:16][cH:17][cH:18][cH:19]3)[cH:28][cH:29]2)[CH2:5][CH2:6]1.[Na+:46].[O:48]1[CH2:49][CH2:50][CH2:51][CH2:52]1.[OH-:45].[OH2:47]>>[N:1]1([CH2:36][c:34]2[c:33]([CH3:38])[n:32][n:31]([CH3:30])[cH:35]2)[CH2:2][CH2:3][CH:4]([c:7]2[cH:8][cH:9][c:10]([C:11](=[O:12])[NH:13][c:14]3[c:15]([NH:20][C:21]([O:22][C:23]([CH3:24])([CH3:25])[CH3:26])=[O:27])[cH:16][cH:17][cH:18][cH:19]3)[cH:28][cH:29]2)[CH2:5][CH2:6]1. Starting materials: COCC(=O)Cl, Nc1nc2ccc(F)cc2s1, c1ccncc1. Product: COCC(=O)Nc1nc2ccc(F)cc2s1. RXN SMILES: [CH3:12][O:13][CH2:14][C:15](=[O:16])[Cl:17].[NH2:1][c:2]1[s:3][c:4]2[c:5]([n:6]1)[cH:7][cH:8][c:9]([F:11])[cH:10]2.[cH:18]1[cH:19][cH:20][n:21][cH:22][cH:23]1>>[NH:1]([c:2]1[s:3][c:4]2[c:5]([n:6]1)[cH:7][cH:8][c:9]([F:11])[cH:10]2)[C:15]([CH2:14][O:13][CH3:12])=[O:16]. Starting materials: COc1ccc(-c2cccc(C(=O)CC(=O)Nc3cc(-c4ccccc4F)ccc3NC(=O)OC(C)(C)C)c2)nn1, ClCCl, O=C(O)C(F)(F)F. Yields the product COc1ccc(-c2cccc(C3=Nc4ccc(-c5ccccc5F)cc4NC(=O)C3)c2)nn1. RXN SMILES: [C:1]([O:2][C:3](=[O:4])[NH:7][c:8]1[c:9]([NH:21][C:22]([CH2:23][C:24](=[O:5])[c:26]2[cH:27][c:28](-[c:32]3[n:33][n:34][c:35]([O:38][CH3:39])[cH:36][cH:37]3)[cH:29][cH:30][cH:31]2)=[O:40])[cH:10][c:11](-[c:14]2[c:15]([F:20])[cH:16][cH:17][cH:18][cH:19]2)[cH:12][cH:13]1)([CH3:6])([CH3:25])[CH3:41].[Cl:49][CH2:50][Cl:51].[F:42][C:43]([F:44])([F:45])[C:46]([OH:47])=[O:48]>>[N:7]1=[C:24]([c:26]2[cH:27][c:28](-[c:32]3[n:33][n:34][c:35]([O:38][CH3:39])[cH:36][cH:37]3)[cH:29][cH:30][cH:31]2)[CH2:23][C:22](=[O:40])[NH:21][c:9]2[c:8]1[cH:13][cH:12][c:11](-[c:14]1[c:15]([F:20])[cH:16][cH:17][cH:18][cH:19]1)[cH:10]2. Reactants: FC1=C(C=CC(=C1)[C@@H](C(=O)O)C)C1=CC=CC=C1 ((S)-(+)-2-fluoro-alpha-methyl-4-biphenylacetic acid), [Cl-].COC=1C=CC(=NC1)[C@@H](C)[NH3+] ((1R)-1-(5-methoxypyridin-2-yl)ethanaminium chloride), C1=CC2=C(N=C1)N(N=N2)O (HOAT), C(CCl)Cl (EDC), CCN(C(C)C)C(C)C (DIEA). Solvent: C(Cl)Cl (CH2Cl2), CN(C)C=O (DMF). Conditions: time 2 hour. The product is FC1=C(C=CC(=C1)[C@@H](C(=O)N[C@H](C)C1=NC=C(C=C1)OC)C)C1=CC=CC=C1 ((2S)-2-(2-fluoro-1,1′-biphenyl-4-yl)-N-[(1R)-1-(5-methoxypyridin-2-yl)ethyl]propanamide). Reaction SMILES: [F:1][C:2]1[CH:7]=[C:6]([C@H:8]([CH3:12])[C:9]([OH:11])=O)[CH:5]=[CH:4][C:3]=1[C:13]1[CH:18]=[CH:17][CH:16]=[CH:15][CH:14]=1.[Cl-].[CH3:20][O:21][C:22]1[CH:23]=[CH:24][C:25]([C@H:28]([NH3+:30])[CH3:29])=[N:26][CH:27]=1.C1C=NC2N(O)N=NC=2C=1.C(Cl)CCl.CCN(C(C)C)C(C)C>CN(C=O)C.C(Cl)Cl>[F:1][C:2]1[CH:7]=[C:6]([C@H:8]([CH3:12])[C:9]([NH:30][C@@H:28]([C:25]2[CH:24]=[CH:23][C:22]([O:21][CH3:20])=[CH:27][N:26]=2)[CH3:29])=[O:11])[CH:5]=[CH:4][C:3]=1[C:13]1[CH:18]=[CH:17][CH:16]=[CH:15][CH:14]=1 |f:1.2|. Procedure: To a solution of 0.70 g (2.87 mmol) (S)-(+)-2-fluoro-alpha-methyl-4-biphenylacetic acid in 6.00 ml DMF was added 0.60 g (3.15 mmol) (1R)-1-(5-methoxypyridin-2-yl)ethanaminium chloride, 0.51 g (3.73 mmol) HOAT, 0.71 g (3.73 mmol) EDC, and 1.50 mL (8.60 mmol) DIEA. After 2.00 h at room temperature, the reaction mixture was diluted with CH2Cl2, washed three times with water, and washed with brine. The organic layer was dried over NaSO4, filtered and concentrated in vacuo. Purification by flash chro... Starting materials: S(O)(O)(=O)=O (sulfuric acid), N1=C(N=CC=C1)N1CCNCC1 (1-(2-pyrimidyl)piperazine), II (iodine), I(=O)(=O)(=O)O (periodic acid). Run in C(C)(=O)O (acetic acid), O (water), C(Cl)(Cl)Cl (Chloroform). Yields the product N1(CCNCC1)C1=NC=C(C=N1)I (2-Piperazin-1-yl-5-iodopyrimidine). Reaction SMILES: S(=O)(=O)(O)O.[N:6]1[CH:11]=[CH:10][CH:9]=[N:8][C:7]=1[N:12]1[CH2:17][CH2:16][NH:15][CH2:14][CH2:13]1.II.[I:20](O)(=O)(=O)=O>C(O)(=O)C.C(Cl)(Cl)Cl.O>[N:12]1([C:7]2[N:8]=[CH:9][C:10]([I:20])=[CH:11][N:6]=2)[CH2:17][CH2:16][NH:15][CH2:14][CH2:13]1. Procedure details: In a mixture of acetic acid (5 ml), water (1 ml) and sulfuric acid (0.15 ml) was dissolved 2 g of 1-(2-pyrimidyl)piperazine which was then reacted with 0.86 g of iodine in the presence of 0.38 g of periodic acid at 100° C. for 6 hours with stirring. Chloroform was added to the reaction mixture, followed by washing with sodium hydrogen carbonate and brine. The organic layer thus obtained was dehydrated, filtered and concentrated under vacuum. Purification with column chromatography provided the t...